From a dataset of the Open Reaction Database (ORD), a public repository of structured organic reaction records. describe an organic reaction: reactants, conditions, products, and yield Reactants: BrC=1C=NN(C1C=1C=C(SC1)C(=O)N[C@H](CN1C(C2=CC=CC=C2C1=O)=O)CC1=C(C=CC=C1)C(F)(F)F)CC (4-(4-bromo-1-ethyl-1H-pyrazol-5-yl)-N-((1S)-2-(1,3-dioxo-1,3-dihydro-2H-isoindol-2-yl)-1-{[2-(trifluoromethyl)phenyl]methyl}ethyl)-2-thiophenecarboxamide), NN (NH2NH2). The solvent is CO (MeOH). Conditions: time 8 hour. Yields the product NC[C@H](CC1=C(C=CC=C1)C(F)(F)F)NC(=O)C=1SC=C(C1)C1=C(C=NN1CC)Br (N-((1S)-2-amino-1-{[2-(trifluoromethyl)phenyl]methyl}ethyl)-4-(4-bromo-1-ethyl-1H-pyrazol-5-yl)-2-thiophenecarboxamide). Isolated yield 73.6%. Reaction SMILES: [Br:1][C:2]1[CH:3]=[N:4][N:5]([CH2:39][CH3:40])[C:6]=1[C:7]1[CH:8]=[C:9]([C:12]([NH:14][C@@H:15]([CH2:28][C:29]2[CH:34]=[CH:33][CH:32]=[CH:31][C:30]=2[C:35]([F:38])([F:37])[F:36])[CH2:16][N:17]2C(=O)C3C(=CC=CC=3)C2=O)=[O:13])[S:10][CH:11]=1.NN>CO>[NH2:17][CH2:16][C@@H:15]([NH:14][C:12]([C:9]1[S:10][CH:11]=[C:7]([C:6]2[N:5]([CH2:39][CH3:40])[N:4]=[CH:3][C:2]=2[Br:1])[CH:8]=1)=[O:13])[CH2:28][C:29]1[CH:34]=[CH:33][CH:32]=[CH:31][C:30]=1[C:35]([F:38])([F:37])[F:36]. Procedure: 4-(4-bromo-1-ethyl-1H-pyrazol-5-yl)-N-((1S)-2-(1,3-dioxo-1,3-dihydro-2H-isoindol-2-yl)-1-{[2-(trifluoromethyl)phenyl]methyl}ethyl)-2-thiophenecarboxamide (250 mg, 0.39 mmol) was dissolved in MeOH (5 mL) and treated with NH2NH2 (0.5 mL, 15.93 mmol). The mixture was stirred at RT overnight, and concentrated. The residue was purified by column chromatography [silica, 2-10% MeOH in CHCl3 (0.5% NH4OH)]affording the free base of the title compound, which was treated with HCl(aq) in MeOH to give the ti... The reactants are N1(CCOCC1)C=1N=C(NC(C1)=O)CC(=O)[O-].[Na+] (sodium [4-(morpholin-4-yl)-6-oxo-1,6-dihydropyrimidin-2-yl]acetate), NC=1C=CC=C2CCCNC12 (8-amino-1,2,3,4-tetrahydroquinoline), Cl.CN(CCCN=C=NCC)C (N-[3-(dimethylamino)propyl]-N′-ethylcarbodiimide hydrochloride). Solvent: N1=CC=CC=C1 (pyridine), CN(C=O)C (N,N-dimethylformamide). Product: N1(CCOCC1)C=1N=C(NC(C1)=O)CC(=O)NC=1C=CC=C2CCCNC12 (2-[4-(morpholin-4-yl)-6-oxo-1,6-dihydropyrimidin-2-yl]-N-(1,2,3,4-tetrahydroquinolin-8-yl)acetamide). Yield: 50.5%. RXN SMILES: [N:1]1([C:7]2[N:8]=[C:9]([CH2:14][C:15]([O-:17])=O)[NH:10][C:11](=[O:13])[CH:12]=2)[CH2:6][CH2:5][O:4][CH2:3][CH2:2]1.[Na+].[NH2:19][C:20]1[CH:21]=[CH:22][CH:23]=[C:24]2[C:29]=1[NH:28][CH2:27][CH2:26][CH2:25]2.Cl.CN(C)CCCN=C=NCC>N1C=CC=CC=1.CN(C)C=O>[N:1]1([C:7]2[N:8]=[C:9]([CH2:14][C:15]([NH:19][C:20]3[CH:21]=[CH:22][CH:23]=[C:24]4[C:29]=3[NH:28][CH2:27][CH2:26][CH2:25]4)=[O:17])[NH:10][C:11](=[O:13])[CH:12]=2)[CH2:2][CH2:3][O:4][CH2:5][CH2:6]1 |f:0.1,3.4|. Reported procedure: The product is prepared according to the procedure described in example 5, using 340 mg of sodium [4-(morpholin-4-yl)-6-oxo-1,6-dihydropyrimidin-2-yl]acetate, 212 mg of 8-amino-1,2,3,4-tetrahydroquinoline and 330 mg of N-[3-(dimethylamino)propyl]-N′-ethylcarbodiimide hydrochloride in a mixture of 210 μl of pyridine and 5.0 ml of N,N-dimethylformamide. 243 mg of 2-[4-(morpholin-4-yl)-6-oxo-1,6-dihydropyrimidin-2-yl]-N-(1,2,3,4-tetrahydroquinolin-8-yl)acetamide are obtained in the form of a beige ... Reactants: C1(=CC=CC=C1)C(CC(CC)=O)=O ((phenyl)-1,3-pentanedione), FC1=C(C=CC=C1)C(C)=O (2′-fluoroacetophenone). The solvent is CCOC(=O)C (EtOAc). Yields the product FC1=C(C=CC=C1)C(CC(C)=O)=O ((2-Fluorophenyl)-1,3-butanedione). Reaction SMILES: [C:1]1([C:7](=[O:13])[CH2:8][C:9](=[O:12])[CH2:10]C)[CH:6]=[CH:5][CH:4]=[CH:3][CH:2]=1.[F:14]C1C=CC=CC=1C(=O)C>CCOC(C)=O>[F:14][C:2]1[CH:3]=[CH:4][CH:5]=[CH:6][C:1]=1[C:7](=[O:13])[CH2:8][C:9](=[O:12])[CH3:10]. Procedure: The title compound was prepared (as described above for Intermediate 16) from 2.0 g of 2′-fluoroacetophenone and 2.86 mL of EtOAc to yield Intermediate 20: 1H NMR (400 MHz, CDCl3, enol form) δ7.70 (dt, 1H. J=1.79, 7.69), 7.45 (m, 1H), 7.24 (m, 1H), 7.10 (m, 1H), 6.28 (s, 1H), 2.20 (s, 3H).